This data is from the Open Reaction Database (ORD), a public repository of structured organic reaction records. The task is: describe an organic reaction: reactants, conditions, products, and yield The reactants are ClC=1C=C(C2=C(N1)N(N=C2C)C(C)(C)C)C(=O)NCC=2C(NC(=CC2C)C)=O (6-chloro-1-(1,1-dimethylethyl)-N-[(4,6-dimethyl-2-oxo-1,2-dihydro-3-pyridinyl)methyl]-3-methyl-1H-pyrazolo[3,4-b]pyridine-4-carboxamide), C([O-])([O-])=O.[Na+].[Na+] (sodium carbonate), CN1CCN(CC1)C1=NC=C(C=C1)B1OC(C(O1)(C)C)(C)C (1-methyl-4-[5-(4,4,5,5-tetramethyl-1,3,2-dioxaborolan-2-yl)-2-pyridinyl]piperazine), COCCOC (DME). Reagents/catalysts: C1=CC=C(C=C1)P([C-]2C=CC=C2)C3=CC=CC=C3.C1=CC=C(C=C1)P([C-]2C=CC=C2)C3=CC=CC=C3.Cl[Pd]Cl.[Fe+2].C(Cl)Cl (PdCl2(dppf) CH2Cl2). Run in O (water). Reaction conditions: time 40 minute. The product is CC(C)(C)N1N=C(C2=C1N=C(C=C2C(=O)NCC=2C(NC(=CC2C)C)=O)C=2C=NC(=CC2)N2CCN(CC2)C)C (1-(1,1-Dimethylethyl)-N-[(4,6-dimethyl-2-oxo-1,2-dihydro-3-pyridinyl)methyl]-3-methyl-6-[6-(4-methyl-1-piperazinyl)-3-pyridinyl]-1H-pyrazolo[3,4-b]pyridine-4-carboxamide). RXN SMILES: Cl[C:2]1[CH:3]=[C:4]([C:16]([NH:18][CH2:19][C:20]2[C:21](=[O:28])[NH:22][C:23]([CH3:27])=[CH:24][C:25]=2[CH3:26])=[O:17])[C:5]2[C:10]([CH3:11])=[N:9][N:8]([C:12]([CH3:15])([CH3:14])[CH3:13])[C:6]=2[N:7]=1.[CH3:29][N:30]1[CH2:35][CH2:34][N:33]([C:36]2[CH:41]=[CH:40][C:39](B3OC(C)(C)C(C)(C)O3)=[CH:38][N:37]=2)[CH2:32][CH2:31]1.COCCOC.C(=O)([O-])[O-].[Na+].[Na+]>C1C=CC(P(C2C=CC=CC=2)[C-]2C=CC=C2)=CC=1.C1C=CC(P(C2C=CC=CC=2)[C-]2C=CC=C2)=CC=1.Cl[Pd]Cl.[Fe+2].C(Cl)Cl.O>[CH3:14][C:12]([N:8]1[C:6]2[N:7]=[C:2]([C:39]3[CH:38]=[N:37][C:36]([N:33]4[CH2:32][CH2:31][N:30]([CH3:29])[CH2:35][CH2:34]4)=[CH:41][CH:40]=3)[CH:3]=[C:4]([C:16]([NH:18][CH2:19][C:20]3[C:21](=[O:28])[NH:22][C:23]([CH3:27])=[CH:24][C:25]=3[CH3:26])=[O:17])[C:5]=2[C:10]([CH3:11])=[N:9]1)([CH3:15])[CH3:13] |f:3.4.5,6.7.8.9.10|. Reported procedure: The title compound was prepared in the same manner as described in example 74 using 6-chloro-1-(1,1-dimethylethyl)-N-[(4,6-dimethyl-2-oxo-1,2-dihydro-3-pyridinyl)methyl]-3-methyl-1H-pyrazolo[3,4-b]pyridine-4-carboxamide (70 mg, 0.174 mmol), 1-methyl-4-[5-(4,4,5,5-tetramethyl-1,3,2-dioxaborolan-2-yl)-2-pyridinyl]piperazine (68.7 mg, 0.226 mmol), DME (3 mL), water (1.00 mL), sodium carbonate (0.261 mL, 0.523 mmol) and PdCl2(dppf)-CH2Cl2 adduct (11.38 mg, 0.014 mmol), wherein the reaction time was ... Starting materials: C1OC=2C=C(CN)C=CC2O1 (3,4-methylenedioxybenzylamine), ClC=1N=C(C2=C(N1)SC=C2C)Cl (2,4-dichloro-5-methyl-thieno-[2,3-d]-pyrimidine). Yields the product ClC=1N=C(C2=C(N1)SC=C2C)NCC2=CC1=C(C=C2)OCO1 (2-chloro-5-methyl-4-(3,4-methylenedioxybenzylamino)-thieno-[2,3-d]-pyrimidine). RXN SMILES: [CH2:1]1[O:11][C:10]2[CH:9]=[CH:8][C:5]([CH2:6][NH2:7])=[CH:4][C:3]=2[O:2]1.[Cl:12][C:13]1[N:14]=[C:15](Cl)[C:16]2[C:21]([CH3:22])=[CH:20][S:19][C:17]=2[N:18]=1>>[Cl:12][C:13]1[N:14]=[C:15]([NH:7][CH2:6][C:5]2[CH:8]=[CH:9][C:10]3[O:11][CH2:1][O:2][C:3]=3[CH:4]=2)[C:16]2[C:21]([CH3:22])=[CH:20][S:19][C:17]=2[N:18]=1. Reported procedure: Following the procedure of Example 1, the reaction of 3,4-methylenedioxybenzylamine with 2,4-dichloro-5-methyl-thieno-[2,3-d]-pyrimidine gives 2-chloro-5-methyl-4-(3,4-methylenedioxybenzylamino)-thieno-[2,3-d]-pyrimidine Reactants: O=C=O, [Li]CCCC, CN(C)CCN(C)C, COCOc1cccc(C(C)(C)C)c1, CCOCC, [Cl-], [Na+], O. RXN SMILES: [C:28](=[O:29])=[O:30].[CH2:23]([Li:24])[CH2:25][CH2:26][CH3:27].[CH3:15][N:16]([CH3:17])[CH2:18][CH2:19][N:20]([CH3:21])[CH3:22].[CH3:1][O:2][CH2:3][O:4][c:5]1[cH:6][c:7]([C:11]([CH3:12])([CH3:13])[CH3:14])[cH:8][cH:9][cH:10]1.[CH3:33][CH2:34][O:35][CH2:36][CH3:37].[Cl-:31].[Na+:32].[OH2:38]>>[CH3:1][O:2][CH2:3][O:4][c:5]1[cH:6][c:7]([C:11]([CH3:12])([CH3:13])[CH3:14])[cH:8][cH:9][c:10]1[C:28](=[O:29])[OH:30]. Product: COCOc1cc(C(C)(C)C)ccc1C(=O)O. Reactants: BrCC(=O)C1=CC=2N=C(N=C(C2S1)N1CCOCC1)Cl (2-bromo-1-(2-chloro-4-morpholinothieno[3,2-d]pyrimidin-6-yl)ethanone), NC(=S)N (thiourea). Solvent: CCO (EtOH). Run at temperature 70 celsius. Yields the product ClC=1N=C(C2=C(N1)C=C(S2)C=2N=C(SC2)N)N2CCOCC2 (4-(2-chloro-4-morpholinothieno[3,2-d]pyrimidin-6-yl)thiazol-2-amine). As a reaction SMILES: Br[CH2:2][C:3]([C:5]1[S:13][C:12]2[C:11]([N:14]3[CH2:19][CH2:18][O:17][CH2:16][CH2:15]3)=[N:10][C:9]([Cl:20])=[N:8][C:7]=2[CH:6]=1)=O.[NH2:21][C:22]([NH2:24])=[S:23]>CCO>[Cl:20][C:9]1[N:10]=[C:11]([N:14]2[CH2:19][CH2:18][O:17][CH2:16][CH2:15]2)[C:12]2[S:13][C:5]([C:3]3[N:21]=[C:22]([NH2:24])[S:23][CH:2]=3)=[CH:6][C:7]=2[N:8]=1. Procedure details: To a solution of 2-bromo-1-(2-chloro-4-morpholinothieno[3,2-d]pyrimidin-6-yl)ethanone (1.0 eq) dissolved in EtOH was added thiourea. Reaction mixture was heated at 70° C. until completed, then extracted in dichloromethane with saturated bicarbonate solution one time. The organic layer is dried, filtered and concentrated to yield the crude intermediate. This intermediate is purified by flash chromatography to yield 4-(2-chloro-4-morpholinothieno[3,2-d]pyrimidin-6-yl)thiazol-2-amine. MS (Q1) 413 (... The reactants are C(C(=O)C1=CC=CC=C1)Cl (phenacyl chloride), [Cl-].[NH4+] (ammonium chloride), BrC1=CC=CC=C1 (Bromobenzene), [Mg] (magnesium), [Mg] (magnesium). Run in C(C)OCC (diethyl ether), [Na] (sodium). Conditions: time 1 hour. Product: C1(=CC=CC=C1)C(CCl)(O)C1=CC=CC=C1 (1,1-diphenyl-2-chloroethan-1-ol). The yield is 60.0%. RXN SMILES: Br[C:2]1[CH:7]=[CH:6][CH:5]=[CH:4][CH:3]=1.[Mg].[CH2:9]([Cl:18])[C:10]([C:12]1[CH:17]=[CH:16][CH:15]=[CH:14][CH:13]=1)=[O:11].[Cl-].[NH4+]>[Na].C(OCC)C>[C:2]1([C:10]([C:12]2[CH:17]=[CH:16][CH:15]=[CH:14][CH:13]=2)([OH:11])[CH2:9][Cl:18])[CH:7]=[CH:6][CH:5]=[CH:4][CH:3]=1 |f:3.4,^1:20|. Procedure details: Bromobenzene (0.2 mol, 31.4 g) in sodium dry diethyl ether (200 ml) was added dropwise to magnesium (0.22 gram atoms, 5.3 g ). After all the magnesium had reacted, phenacyl chloride (0.1 mol, 15.5 g) in diethyl ether (100 ml) was added dropwise and the solution stirred at room temperature for 1 hour. The reaction mixture was poured into saturated ammonium chloride solution, washed with water (3×150 ml), and dried (Na2SO4). Removal of the ether gave a pale yellow oil which solidified on standing.... The reactants are C[Si](C)(C)N=C=N[Si](C)(C)C (bis-trimethylsilylcarbodiimide), BrC=1C=C2C(C(C3(COCCC3)OC2=CC1)C)=O (6-bromo-3-methyl-2′,4′,5′,6′-tetrahydrospiro[chroman-2,3′-pyran]-4-one), ice water. Reagents/catalysts: Cl[Ti](Cl)(Cl)Cl (TiCl4). The solvent is C(Cl)Cl (DCM). Run at temperature 65 celsius. Yields the product BrC=1C=C2\C(\C(C3(COCCC3)OC2=CC1)C)=N\C#N ((E)-N-(6-bromo-3-methyl-2′,4′,5′,6′-tetrahydrospiro[chroman-2,3′-pyran]-4-ylidene)cyanamide). The yield is 137.7%. As a reaction SMILES: [Br:1][C:2]1[CH:3]=[C:4]2[C:14](=[CH:15][CH:16]=1)[O:13][C:7]1([CH2:12][CH2:11][CH2:10][O:9][CH2:8]1)[CH:6]([CH3:17])[C:5]2=O.C[Si]([N:23]=[C:24]=[N:25][Si](C)(C)C)(C)C>C(Cl)Cl.Cl[Ti](Cl)(Cl)Cl>[Br:1][C:2]1[CH:3]=[C:4]2[C:14](=[CH:15][CH:16]=1)[O:13][C:7]1([CH2:12][CH2:11][CH2:10][O:9][CH2:8]1)[CH:6]([CH3:17])/[C:5]/2=[N:25]\[C:24]#[N:23]. Procedure details: A solution of 6-bromo-3-methyl-2′,4′,5′,6′-tetrahydrospiro[chroman-2,3′-pyran]-4-one (200 mg, 0.65 mmol) and TiCl4 (864 mg, 4.55 mmol) in anhydrous DCM (8 mL) was heated at 50 under microwave for 5 mins. Then bis-trimethylsilylcarbodiimide (360 mg, 1.95 mmol) was added and the mixture was heated at 65° C. for another 1 hr. The reaction mixture was poured into ice-water and extracted with DCM. The combined organic phases were dried over anhydrous Na2SO4, filtered and concentrated to give (E)-N-(6... Reactants: O(C1=CC=CC=C1)C1=C(N)C=CC=C1 (2-phenoxyaniline), C(C)(C)N(CC)C(C)C (diisopropylethylamine), NC=1SC=CN1 (2-Aminothiazole), C(=NC(=O)Cl)=O (N-(chlorocarbonyl)isocyanate). Run in O1CCCC1 (tetrahydrofuran). Run at temperature -30 celsius, time 6 hour. The product is O(C1=CC=CC=C1)C1=C(C=CC=C1)NC(=O)NC(=O)NC=1SC=CN1 (1-(2-phenoxyphenyl)-5-(thiazol-2-yl)biuret). Isolated yield 55.3%. RXN SMILES: [O:1]([C:8]1[CH:14]=[CH:13][CH:12]=[CH:11][C:9]=1[NH2:10])[C:2]1[CH:7]=[CH:6][CH:5]=[CH:4][CH:3]=1.C(N(C(C)C)CC)(C)C.[C:24](=[O:29])=[N:25][C:26](Cl)=[O:27].[NH2:30][C:31]1[S:32][CH:33]=[CH:34][N:35]=1>O1CCCC1>[O:1]([C:8]1[CH:14]=[CH:13][CH:12]=[CH:11][C:9]=1[NH:10][C:24]([NH:25][C:26]([NH:30][C:31]1[S:32][CH:33]=[CH:34][N:35]=1)=[O:27])=[O:29])[C:2]1[CH:3]=[CH:4][CH:5]=[CH:6][CH:7]=1. Procedure: To a solution of 2-phenoxyaniline (0.46 g, 2.50 mmol) in tetrahydrofuran (20 ml) was added diisopropylethylamine (0.89 ml, 5.00 mmol) and the solution was cooled to −30° C., then N-(chlorocarbonyl)isocyanate (0.3 ml, 3.75 mmol) was slowly added. The mixture was then allowed to warm up to the room temperature during 30 min. 2-Aminothiazole (0.375 g, 3.75 mmol) was added to the reaction mixture and stirred at room temperature for 6 hours. The reaction mixture was concentrated under reduced pressur... The reactants are C, c1ccc(CN2CCN(CCCCCCCCCCOC3CCCCO3)CC2)cc1, CCO, [Pd]. Product: C(CCCCCN1CCNCC1)CCCCOC1CCCCO1. RXN SMILES: [C:34].[CH2:1]([c:2]1[cH:3][cH:4][cH:5][cH:6][cH:7]1)[N:8]1[CH2:9][CH2:10][N:11]([CH2:14][CH2:15][CH2:16][CH2:17][CH2:18][CH2:19][CH2:20][CH2:21][CH2:22][CH2:23][O:24][CH:25]2[O:26][CH2:27][CH2:28][CH2:29][CH2:30]2)[CH2:12][CH2:13]1.[CH3:31][CH2:32][OH:33].[Pd:35]>>[NH:8]1[CH2:9][CH2:10][N:11]([CH2:14][CH2:15][CH2:16][CH2:17][CH2:18][CH2:19][CH2:20][CH2:21][CH2:22][CH2:23][O:24][CH:25]2[O:26][CH2:27][CH2:28][CH2:29][CH2:30]2)[CH2:12][CH2:13]1. Starting materials: C#Cc1cccc(N)c1, CC(C)(C)O, O=[N+]([O-])c1ccc2c(Cl)ncnc2c1. The product is Cl, C#Cc1cccc(Nc2ncnc3cc([N+](=O)[O-])ccc23)c1. As a reaction SMILES: [C:15](#[CH:16])[c:17]1[cH:18][c:19]([NH2:20])[cH:21][cH:22][cH:23]1.[C:24]([OH:25])([CH3:26])([CH3:27])[CH3:28].[Cl:1][c:2]1[n:3][cH:4][n:5][c:6]2[cH:7][c:8]([N+:12](=[O:13])[O-:14])[cH:9][cH:10][c:11]12>>[ClH:1].[c:2]1([NH:20][c:19]2[cH:18][c:17]([C:15]#[CH:16])[cH:23][cH:22][cH:21]2)[n:3][cH:4][n:5][c:6]2[cH:7][c:8]([N+:12](=[O:13])[O-:14])[cH:9][cH:10][c:11]12.